Dataset: the Open Reaction Database (ORD), a public repository of structured organic reaction records. Task: describe an organic reaction: reactants, conditions, products, and yield Reactants: CN(C)CC1COC2=CC(=CC=C2C1)N (3-Dimethylaminomethyl-chroman-7-ylamine), O(C1=CC=CC=C1)C1=C2C(C(=O)OC2=O)=CC=C1 (3-phenoxyphthalic anhydride), C(C)(C)N(CCOC1=C(C=C(C=C1)N)OC)C(C)C (4-(2-diisopropylamino-ethoxy)-3-methoxy-phenylamine). The product is CN(CC1COC2=CC(=CC=C2C1)N1CC2=CC=C(C=C2C1)OC1=CC=CC=C1)C (Dimethyl-[7-(5-phenoxy-1,3-dihydro-isoindol-2-yl)-chroman-3-ylmethyl]-amine). Reaction SMILES: [CH3:1][N:2]([CH2:4][CH:5]1[CH2:14][C:13]2[C:8](=[CH:9][C:10]([NH2:15])=[CH:11][CH:12]=2)[O:7][CH2:6]1)[CH3:3].[O:16]([C:23]1[CH:33]=[CH:32][CH:31]=[C:25]2[C:26](OC(=O)[C:24]=12)=O)[C:17]1[CH:22]=[CH:21][CH:20]=[CH:19][CH:18]=1.[CH:34](N(C(C)C)CCOC1C=CC(N)=CC=1OC)(C)C>>[CH3:3][N:2]([CH3:1])[CH2:4][CH:5]1[CH2:14][C:13]2[C:8](=[CH:9][C:10]([N:15]3[CH2:26][C:25]4[C:31](=[CH:32][CH:33]=[C:23]([O:16][C:17]5[CH:18]=[CH:19][CH:20]=[CH:21][CH:22]=5)[CH:24]=4)[CH2:34]3)=[CH:11][CH:12]=2)[O:7][CH2:6]1. Reported procedure: 3-Dimethylaminomethyl-chroman-7-ylamine[WO 0121577 A2] was treated with 3-phenoxyphthalic anhydride in the same manner as for 4-(2-diisopropylamino-ethoxy)-3-methoxy-phenylamine in Example A4 to give the title compound. Starting materials: OCCN1CCNCC1 (1-(2-hydroxy-ethyl)-piperazine), C[Si](C)(C)N=C=O (trimethylsilylisocyanate). Run in C(C)(C)O (isopropanol). Conditions: time 8 hour. Yields the product OCCN1CCN(CC1)C(=O)N (4-(2-hydroxy-ethyl)-piperazine-1-carboxylic acid amide). The yield is 88.5%. RXN SMILES: [OH:1][CH2:2][CH2:3][N:4]1[CH2:9][CH2:8][NH:7][CH2:6][CH2:5]1.C[Si]([N:14]=[C:15]=[O:16])(C)C>C(O)(C)C>[OH:1][CH2:2][CH2:3][N:4]1[CH2:9][CH2:8][N:7]([C:15]([NH2:14])=[O:16])[CH2:6][CH2:5]1. Reported procedure: To a stirred solution of 1-(2-hydroxy-ethyl)-piperazine (1.95 g, 15 mmol) in isopropanol (30 mL) at rt was added trimethylsilylisocyanate (2.8 mL, 21 mmol) and the resulting solution stirred overnight before the volatiles were removed in vacuo. The residue was partitioned between CH2Cl2 and water. The aqueous phase was concentrated in vacuo to give 4-(2-hydroxy-ethyl)-piperazine-1-carboxylic acid amide (2.3 g, 88%); 1H-NMR (300 MHz, d6-DMSO) 5.92 (2H, s), 4.40 (1H, t), 3.46-3.52 (2H, m), 3.22-3.... Reactants: O=C(CC(=O)OC)CC (methyl 3-oxovalerate), C(OC)([O-])[O-] (methyl orthoformate). Yields the product CO/C(=C/C(=O)OC)/CC (methyl (E)-3-methoxy-2-pentenoate). Reaction SMILES: [O:1]=[C:2]([CH2:8][CH3:9])[CH2:3][C:4]([O:6][CH3:7])=[O:5].[CH:10]([O-])([O-])OC>>[CH3:10][O:1]/[C:2](/[CH2:8][CH3:9])=[CH:3]/[C:4]([O:6][CH3:7])=[O:5]. Procedure details: reacting methyl 3-oxovalerate with methyl orthoformate (commercially available) to give methyl (E)-3-methoxy-2-pentenoate, The reactants are CO, COc1cccc2c1CC1NCCOC1C2, [H][H]. Product: COc1cccc2c1CC1C(C2)OCCN1C. RXN SMILES: [CH3:19][OH:20].[CH3:1][O:2][c:3]1[c:4]2[c:13]([cH:14][cH:15][cH:16]1)[CH2:12][CH:7]1[CH:6]([CH2:5]2)[NH:11][CH2:10][CH2:9][O:8]1.[H:17][H:18]>>[CH3:1][O:2][c:3]1[c:4]2[c:13]([cH:14][cH:15][cH:16]1)[CH2:12][CH:7]1[CH:6]([CH2:5]2)[N:11]([CH3:19])[CH2:10][CH2:9][O:8]1. Starting materials: [OH-].[K+] (potassium hydroxide), S1N=C(C2=C1C=CC=C2)[S-].[K+] (Potassium 1,2-benzoisothiazole-3-thiolate), ice water, ClC(F)F (chlorodifluoromethane). The solvent is O (water), O1CCOCC1 (dioxane). Product: FC(SC1=NSC2=C1C=CC=C2)F (3-Difluoromethylthio-1,2-benzoisothiazole). RXN SMILES: [S:1]1[C:5]2[CH:6]=[CH:7][CH:8]=[CH:9][C:4]=2[C:3]([S-:10])=[N:2]1.[K+].[OH-].[K+].Cl[CH:15]([F:17])[F:16]>O1CCOCC1.O>[F:16][CH:15]([F:17])[S:10][C:3]1[C:4]2[CH:9]=[CH:8][CH:7]=[CH:6][C:5]=2[S:1][N:2]=1 |f:0.1,2.3|. Procedure details: 4.1 g (0.02 mol) Potassium 1,2-benzoisothiazole-3-thiolate was suspended in 25 ml dioxane and treated with a solution of 5.6 g (0.10 mol) potassium hydroxide in 9 ml water. At a temperature of 60°-70° C., a slow stream of chlorodifluoromethane was passed through over 30 minutes. The mixture was added to 500 ml ice/water and extracted several times with ethyl acetate. The organic phase was dried over magnesium sulphate, filtered and concentrated. The residual oil was purified by silica gel column... Reactants: BrC1=CC(=NC=C1)N1N=C(C=2C[C@@H]3[C@H](C12)C3)C(=O)O ((1aR,5aR)-2-(4-bromopyridin-2-yl)-1a,2,5,5a-tetrahydro-1H-2,3-diaza-cyclopropa[a]pentalene-4-carboxylic acid), CS(=O)[O-].[Na+] (sodium methanesulfinate). The solvent is CS(=O)C (DMSO), O (H2O). Product: CS(=O)(=O)C1=CC(=NC=C1)N1N=C(C=2C[C@@H]3[C@H](C12)C3)C(=O)O ((1aR,5aR)-2-(4-(methylsulfonyl)pyridin-2-yl)-1a,2,5,5a-tetrahydro-1H-2,3-diaza-cyclopropa[a]pentalene-4-carboxylic Acid). Isolated yield 62.6%. RXN SMILES: Br[C:2]1[CH:7]=[CH:6][N:5]=[C:4]([N:8]2[C:15]3[C@@H:14]4[CH2:16][C@@H:13]4[CH2:12][C:11]=3[C:10]([C:17]([OH:19])=[O:18])=[N:9]2)[CH:3]=1.[CH3:20][S:21]([O-:23])=[O:22].[Na+]>CS(C)=O.O>[CH3:20][S:21]([C:2]1[CH:7]=[CH:6][N:5]=[C:4]([N:8]2[C:15]3[C@@H:14]4[CH2:16][C@@H:13]4[CH2:12][C:11]=3[C:10]([C:17]([OH:19])=[O:18])=[N:9]2)[CH:3]=1)(=[O:23])=[O:22] |f:1.2|. Procedure: A solution of (1aR,5aR)-2-(4-bromopyridin-2-yl)-1a,2,5,5a-tetrahydro-1H-2,3-diaza-cyclopropa[a]pentalene-4-carboxylic acid (80 mg, 0.25 mmol) and sodium methanesulfinate (28 mg, 0.28 mmol) in DMSO (1.5 mL) was stirred overnight at 80° C. The reaction was diluted with H2O, and then extracted with DCM (3×). The combined organics were washed with H2O, dried, and concentrated. The residue was purified by silica gel column chromatography to give the title compound (50 mg). LCMS m/z=320.2 [M+H]+. The reactants are FC=1C=CC(=C(C(=O)NC2=CC=C(C(=O)OCC)C=C2)C1)C (ethyl 4-[(5-fluoro-2-methylbenzoyl)amino]benzoate), [OH-].[Na+] (NaOH), O (water), C(C)O (ethyl alcohol). Solvent: C(C)(=O)O (acetic acid). Yields the product FC=1C=CC(=C(C(=O)NC2=CC=C(C(=O)O)C=C2)C1)C (4-[(5-Fluoro-2-methylbenzoyl)amino]benzoic acid). Yield: 86.4%. RXN SMILES: [F:1][C:2]1[CH:3]=[CH:4][C:5]([CH3:22])=[C:6]([CH:21]=1)[C:7]([NH:9][C:10]1[CH:20]=[CH:19][C:13]([C:14]([O:16]CC)=[O:15])=[CH:12][CH:11]=1)=[O:8].[OH-].[Na+].O.C(O)C>C(O)(=O)C>[F:1][C:2]1[CH:3]=[CH:4][C:5]([CH3:22])=[C:6]([CH:21]=1)[C:7]([NH:9][C:10]1[CH:11]=[CH:12][C:13]([C:14]([OH:16])=[O:15])=[CH:19][CH:20]=1)=[O:8] |f:1.2|. Procedure details: A mixture of 0.60 g of ethyl 4-[(5-fluoro-2-methylbenzoyl)amino]benzoate 0.60 ml of 10N NaOH, 25 ml of water and 50 ml of absolute ethyl alcohol is heated on a steam bath for 1 hour, cooled and acidified with acetic acid. The resulting solid is filtered and dried in vacuo at 60°-80° C. to give 0.47 g of the desired product as a solid, m.p. 272°-275° C.